Dataset: the Open Reaction Database (ORD), a public repository of structured organic reaction records. Task: describe an organic reaction: reactants, conditions, products, and yield Product: ICC=1N=C(OC1C)C1=CC(=CC=C1)C(F)(F)F (4-iodomethyl-5-methyl-2-(3-trifluoromethylphenyl)oxazole). Procedure details: Analogously to the building block synthesis of 4-iodomethyl-5-phenyl-2-p-tolyloxazole, diacetylmonoxime and 3-trifluoromethylbenzaldehyde gave 4-iodomethyl-5-methyl-2-(3-trifluoromethylphenyl)oxazole. The reactants are ICC=1N=C(OC1C1=CC=CC=C1)C1=CC=C(C=C1)C (4-iodomethyl-5-phenyl-2-p-tolyloxazole), C/C(=N\O)/C(=O)C (diacetylmonoxime), FC(C=1C=C(C=O)C=CC1)(F)F (3-trifluoromethylbenzaldehyde). Reaction SMILES: [I:1][CH2:2][C:3]1[N:4]=[C:5]([C:14]2[CH:19]=[CH:18][C:17](C)=[CH:16][CH:15]=2)[O:6][C:7]=1[C:8]1C=CC=CC=1.C/C(/C(C)=O)=N\O.[F:28][C:29]([F:39])([F:38])C1C=C(C=CC=1)C=O>>[I:1][CH2:2][C:3]1[N:4]=[C:5]([C:14]2[CH:15]=[CH:16][CH:17]=[C:18]([C:29]([F:39])([F:38])[F:28])[CH:19]=2)[O:6][C:7]=1[CH3:8]. Starting materials: ClCCl, CCCCN(CCCC)CCCC, O=c1[nH]sc2ccc([N+](=O)[O-])cc12, O=P(Cl)(Cl)Cl. Product: O=[N+]([O-])c1ccc2snc(Cl)c2c1. As a reaction SMILES: [CH2:32]([Cl:33])[Cl:34].[CH3:19][CH2:20][CH2:21][CH2:22][N:23]([CH2:24][CH2:25][CH2:26][CH3:27])[CH2:28][CH2:29][CH2:30][CH3:31].[N+:1](=[O:2])([O-:3])[c:4]1[cH:5][cH:6][c:7]2[c:8]([c:9](=[O:12])[nH:10][s:11]2)[cH:13]1.[P:14]([Cl:15])([Cl:16])([Cl:17])=[O:18]>>[N+:1](=[O:2])([O-:3])[c:4]1[cH:5][cH:6][c:7]2[c:8]([c:9]([Cl:16])[n:10][s:11]2)[cH:13]1. The reactants are C(CC)N(CCCCC1C(C2=CC=C(C=C2C1)CN1C(C2=CC=CC=C2C1=O)=O)OC)CCC (2-[2-(4-dipropylamino-butyl)-1-methoxy-indan-5-ylmethyl]-isoindole-1,3-dione), O.NN (hydrazine monohydrate). The solvent is CO (methanol). Product: NCC=1C=C2CC(C(C2=CC1)OC)CCCCN(CCC)CCC ([4-(5-aminomethyl-1-methoxyindan-2-yl)-butyl]-dipropylamine). Isolated yield 65.4%. As a reaction SMILES: [CH2:1]([N:4]([CH2:32][CH2:33][CH3:34])[CH2:5][CH2:6][CH2:7][CH2:8][CH:9]1[CH2:17][C:16]2[C:11](=[CH:12][CH:13]=[C:14]([CH2:18][N:19]3C(=O)C4C(=CC=CC=4)C3=O)[CH:15]=2)[CH:10]1[O:30][CH3:31])[CH2:2][CH3:3].O.NN>CO>[NH2:19][CH2:18][C:14]1[CH:15]=[C:16]2[C:11](=[CH:12][CH:13]=1)[CH:10]([O:30][CH3:31])[CH:9]([CH2:8][CH2:7][CH2:6][CH2:5][N:4]([CH2:32][CH2:33][CH3:34])[CH2:1][CH2:2][CH3:3])[CH2:17]2 |f:1.2|. Procedure: The compound (95.7 mg) obtained in Example 127-12 was dissolved in methanol (4.79 ml) and added with hydrazine monohydrate (0.0957 ml), followed by thermal reflux for 1 hour. The reaction solution was concentrated under reduced pressure. Then, the residue was added with water and subjected to separation/extraction with chloroform, dried with anhydrous sodium sulfate, and concentrated under reduced pressure. The residue was purified through silica gel column chromatography (chloroform/ethyl aceta... Starting materials: Cl, Cc1ccc(S(=O)(=O)[O-])cc1, COC(=O)CC=CCCO, c1ccncc1. Product: Cc1ccc(S(=O)(=O)O)cc1, COC(=O)CC=CCCO. As a reaction SMILES: [ClH:11].[O-:12][S:13](=[O:14])(=[O:15])[c:16]1[cH:17][cH:18][c:19]([CH3:20])[cH:21][cH:22]1.[OH:1][CH2:2][CH2:3][CH:4]=[CH:5][CH2:6][C:7](=[O:8])[O:9][CH3:10].[cH:23]1[cH:24][cH:25][n:26][cH:27][cH:28]1>>[O:12]=[S:13](=[O:14])([OH:15])[c:16]1[cH:17][cH:18][c:19]([CH3:20])[cH:21][cH:22]1.[OH:1][CH2:2][CH2:3][CH:4]=[CH:5][CH2:6][C:7](=[O:8])[O:9][CH3:10]. Reactants: COC(COC1=CC(=CC=C1)C(F)(F)F)=O ((3-trifluoromethyl-phenoxy)-acetic acid methyl ester), [OH-].[Na+] (NaOH). Run in CO (MeOH). Conditions: time 20 minute. The product is FC(C=1C=C(OCC(=O)O)C=CC1)(F)F ((3-trifluoromethyl-phenoxy)-acetic acid). Reaction SMILES: C[O:2][C:3](=[O:16])[CH2:4][O:5][C:6]1[CH:11]=[CH:10][CH:9]=[C:8]([C:12]([F:15])([F:14])[F:13])[CH:7]=1.[OH-].[Na+]>CO>[F:13][C:12]([F:14])([F:15])[C:8]1[CH:7]=[C:6]([CH:11]=[CH:10][CH:9]=1)[O:5][CH2:4][C:3]([OH:16])=[O:2] |f:1.2|. Reported procedure: A solution of (3-trifluoromethyl-phenoxy)-acetic acid methyl ester (7.220 g; 30.832 mmol) in MeOH (100 ml) was treated with aq. 1N NaOH (46.3 ml; 1.5 eq.), and the resulting mixture was further stirred at rt for 20 min. MeOH was then removed under reduced pressure, water (100 ml) was added followed by aq. 1N HCl (75 ml). Filtration of the precipitated solid, and drying under HV afforded (3-trifluoromethyl-phenoxy)-acetic acid as a colorless solid (6.020 g; 89%). LC-MS: tR=0.85 min.; [M+H]+: no i... Starting materials: [Na] (sodium), C(C(=C)C)#N (methacrylonitrile), C(C)O (ethanol), NC1=NN(CC1)C1=NC=C(C=C1)Cl (3-Amino-1-(5-chloro-2-pyridyl)-2-pyrazoline). Solvent: ClCCl (dichloromethane), CCCCCC (hexane). Product: NC1=NN(CC1C)C1=NC=C(C=C1)Cl (2-(3-Amino-4-methyl-2-pyrazolin-1-yl)-5-chloropyridine). RXN SMILES: [Na].[CH2:2](O)C.[NH2:5][C:6]1[CH2:10][CH2:9][N:8]([C:11]2[CH:16]=[CH:15][C:14]([Cl:17])=[CH:13][N:12]=2)[N:7]=1.C(#N)C(C)=C>ClCCl.CCCCCC>[NH2:5][C:6]1[CH:10]([CH3:2])[CH2:9][N:8]([C:11]2[CH:16]=[CH:15][C:14]([Cl:17])=[CH:13][N:12]=2)[N:7]=1 |^1:0|. Procedure details: As for Example 4 a 0.2 g. amount of sodium metal is dissolved in 50 ml. of absolute ethanol, then 5.0 g. of 5-chloro-2-hydrazinopyridine (Example 3) is added, followed by 4.8 g. of methacrylonitrile. The reaction mixture is refluxed for 18 hours. The solvent is removed in vacuo and water is added to give a gum which solidifies. The solid is collected by filtration, and washed with water. The solid is dissolved in dichloromethane, dried over magnesium sulfate and filtered through anhydrous magnes... Reactants: CS(C)=O, N#C[K], COc1ccc(-c2c(C)c3cccc4c3n2CC(CCOS(=O)(=O)c2ccc(C)cc2)O4)cc1. The product is COc1ccc(-c2c(C)c3cccc4c3n2CC(CCC#N)O4)cc1. Reaction SMILES: [CH3:38][S:39](=[O:40])[CH3:41].[K:35][C:36]#[N:37].[c:1]1([CH3:2])[cH:3][cH:4][c:5]([S:6]([O:7][CH2:8][CH2:12][CH:13]2[O:14][c:15]3[c:16]4[n:17]([c:19](-[c:26]5[cH:27][cH:28][c:29]([O:32][CH3:33])[cH:30][cH:31]5)[c:20]([CH3:25])[c:21]4[cH:22][cH:23][cH:24]3)[CH2:18]2)(=[O:9])=[O:10])[cH:11][cH:34]1>>[CH2:12]([CH:13]1[O:14][c:15]2[c:16]3[n:17]([c:19](-[c:26]4[cH:27][cH:28][c:29]([O:32][CH3:33])[cH:30][cH:31]4)[c:20]([CH3:25])[c:21]3[cH:22][cH:23][cH:24]2)[CH2:18]1)[CH2:38][C:36]#[N:37].